From a dataset of the Open Reaction Database (ORD), a public repository of structured organic reaction records. describe an organic reaction: reactants, conditions, products, and yield Starting materials: COC1=CC=C(CN2N=CC3=C2N=CC(=C3NC3CCOCC3)C3=NOC2(CCC2)C3)C=C1 (1-(4-Methoxybenzyl)-5-(5-oxa-6-azaspiro[3.4]oct-6-en-7-yl)-N-(tetrahydro-2H-pyran-4-yl)-1H-pyrazolo[3,4-b]pyridin-4-amine), FC(C(=O)O)(F)F (trifluoroacetic acid). The solvent is C(C)(=O)OCC (ethyl acetate), C([O-])(O)=O.[Na+] (sodium bicarbonate). Run at time 4 hour. Product: C1CCC12ON=C(C2)C2=C(C1=C(N=C2)NN=C1)NC1CCOCC1 (5-(5-oxa-6-azaspiro[3.4]oct-6-en-7-yl)-N-(tetrahydro-2H-pyran-4-yl)-1H-pyrazolo[3,4-b]pyridin-4-amine). As a reaction SMILES: COC1C=CC(C[N:8]2[C:12]3[N:13]=[CH:14][C:15]([C:24]4[CH2:31][C:27]5([CH2:30][CH2:29][CH2:28]5)[O:26][N:25]=4)=[C:16]([NH:17][CH:18]4[CH2:23][CH2:22][O:21][CH2:20][CH2:19]4)[C:11]=3[CH:10]=[N:9]2)=CC=1.FC(F)(F)C(O)=O>C(OCC)(=O)C.C(=O)(O)[O-].[Na+]>[CH2:28]1[C:27]2([CH2:31][C:24]([C:15]3[CH:14]=[N:13][C:12]4[NH:8][N:9]=[CH:10][C:11]=4[C:16]=3[NH:17][CH:18]3[CH2:19][CH2:20][O:21][CH2:22][CH2:23]3)=[N:25][O:26]2)[CH2:30][CH2:29]1 |f:3.4|. Reported procedure: 1-(4-Methoxybenzyl)-5-(5-oxa-6-azaspiro[3.4]oct-6-en-7-yl)-N-(tetrahydro-2H-pyran-4-yl)-1H-pyrazolo[3,4-b]pyridin-4-amine (1.8 gm, 4 mmol) (example 9) was dissolved in trifluoroacetic acid (4.56 gm, 40 mmol) and the reaction mixture was stirred for about 4 hours at room temperature under nitrogen atmosphere. The reaction mixture was diluted with ethyl acetate and sodium bicarbonate solution was added drop wise. It was extracted with ethyl acetate, organic layer was washed with water, brine, drie... Starting materials: FC(C(=O)NCCS[C@@H]1CC2/C(/C[C@H]3[C@@H]4CCC([C@@]4(C)CC[C@@H]3[C@]2(CC1)C)=O)=N/O)(F)F (3β-(2-trifluoroacetamidoethylthio)-6-(E)-hydroxyiminoandrostan-17-one), C(=O)([O-])[O-].[K+].[K+] (K2CO3), CO.O (MeOH H2O). Product: C(\C=C\C(=O)O)(=O)O.NCCS[C@@H]1CC2/C(/C[C@H]3[C@@H]4CCC([C@@]4(C)CC[C@@H]3[C@]2(CC1)C)=O)=N/O (3β-(2-Aminoethylthio)-6-(E)-hydroxyiminoandrostane-17-one fumarate). Isolated yield 50.0%. As a reaction SMILES: FC(F)(F)C([NH:5][CH2:6][CH2:7][S:8][C@H:9]1[CH2:26][CH2:25][C@@:24]2([CH3:27])[CH:11](/[C:12](=[N:29]/[OH:30])/[CH2:13][C@@H:14]3[C@@H:23]2[CH2:22][CH2:21][C@@:19]2([CH3:20])[C@H:15]3[CH2:16][CH2:17][C:18]2=[O:28])[CH2:10]1)=O.[C:33]([O-:36])([O-:35])=O.[K+].[K+].C[OH:40].O>>[C:18]([OH:28])(=[O:40])/[CH:19]=[CH:21]/[C:33]([OH:36])=[O:35].[NH2:5][CH2:6][CH2:7][S:8][C@H:9]1[CH2:26][CH2:25][C@@:24]2([CH3:27])[CH:11](/[C:12](=[N:29]/[OH:30])/[CH2:13][C@@H:14]3[C@@H:23]2[CH2:22][CH2:21][C@@:19]2([CH3:20])[C@H:15]3[CH2:16][CH2:17][C:18]2=[O:28])[CH2:10]1 |f:1.2.3,4.5,6.7|. Procedure: To a stirred solution of 3β-(2-trifluoroacetamidoethylthio)-6-(E)-hydroxyiminoandrostan-17-one (Prepn. 88, 120 mg) in MeOH/H2O 95/5 (7 mL), K2CO3 (170 mg) was added. The mixture was refluxed for 1.5 hrs and then concentrated, washed with water, extracted with CH2Cl2 and dried with Na2SO4. Fumaric acid (30 mg) was added and the resulting solution evaporated to dryness. The residue was purified by flash chromatography (SiO2, CH2Cl2/MeOH/NH3 9/1/0.1). To the concentrated fractions a stoichiometric ... Starting materials: C(C1=CC=CC=C1)OC1=C2N(C3=C(N(C1=O)C1=CC=CC=C1)C=C(C=C3)Cl)C(N=N2)=O (4-(benzyloxy)-8-chloro-6-phenyl-1H-s-triazolo[4,3-a][1,5]benzodiazepine-1,5-dione), [H][H] (hydrogen), [H][H] (hydrogen), 40. Reagents/catalysts: [Pd] (palladium-on-charcoal). Run in C(C)O (ethanol). Yields the product OC1=C2N(C3=C(N(C1=O)C1=CC=CC=C1)C=C(C=C3)Cl)C(N=N2)=O (4-Hydroxy-8-chloro-6-phenyl-1H-s-triazolo-[4,3-a] [1,5]benzodiazepine-1,5-dione). As a reaction SMILES: C([O:8][C:9]1[C:15](=[O:16])[N:14]([C:17]2[CH:22]=[CH:21][CH:20]=[CH:19][CH:18]=2)[C:13]2[CH:23]=[C:24]([Cl:27])[CH:25]=[CH:26][C:12]=2[N:11]2[C:28](=[O:31])[N:29]=[N:30][C:10]=12)C1C=CC=CC=1.[H][H]>C(O)C.[Pd]>[OH:8][C:9]1[C:15](=[O:16])[N:14]([C:17]2[CH:18]=[CH:19][CH:20]=[CH:21][CH:22]=2)[C:13]2[CH:23]=[C:24]([Cl:27])[CH:25]=[CH:26][C:12]=2[N:11]2[C:28](=[O:31])[N:29]=[N:30][C:10]=12. Reported procedure: 44.6 g of 4-(benzyloxy)-8-chloro-6-phenyl-1H-s-triazolo[4,3-a][1,5]benzodiazepine-1,5-dione in 400 ml of ethanol containing 2.0 g of 10% palladium-on-charcoal is hydrogenated at an initial hydrogen pressure of 40 p.s.i. After 0.1 mole of hydrogen has been absorbed, the reaction is stopped, filtered and the solvent evaporated. The residue is triturated with ether and the title compound filtered off and dried. The reactants are FC(C1=CC=C(C=C1)CCC(=O)N)(F)F (3-(4-Trifluoromethyl-phenyl)-propionamide), ClC(C(=O)OCC)C(=O)C (ethyl 2-chloroacetoacetate). Reaction conditions: temperature 150 celsius, time 8 hour. The product is C(C)OC(=O)C1=C(N=C(O1)CCC1=CC=C(C=C1)C(F)(F)F)C (4-methyl-2-[2-(4-trifluoromethyl-phenyl)-ethyl]-oxazole-5-carboxylic acid ethyl ester). Reaction SMILES: [F:1][C:2]([F:15])([F:14])[C:3]1[CH:8]=[CH:7][C:6]([CH2:9][CH2:10][C:11]([NH2:13])=[O:12])=[CH:5][CH:4]=1.Cl[CH:17]([C:23]([CH3:25])=O)[C:18]([O:20][CH2:21][CH3:22])=[O:19]>>[CH2:21]([O:20][C:18]([C:17]1[O:12][C:11]([CH2:10][CH2:9][C:6]2[CH:5]=[CH:4][C:3]([C:2]([F:14])([F:15])[F:1])=[CH:8][CH:7]=2)=[N:13][C:23]=1[CH3:25])=[O:19])[CH3:22]. Reported procedure: 18.6 g 3-(4-Trifluoromethyl-phenyl)-propionamide and 42.8 ml ethyl 2-chloroacetoacetate were mixed and stirred at 150° C. for eight hours. Excess ethyl 2-chloroacetoacetate was removed in vacuo (oil pump) and the residue purified by chromatography on silica gel with the eluent petroleum benzene:ethyl acetate=3:1 to obtain 13.75 g 4-methyl-2-[2-(4-trifluoromethyl-phenyl)-ethyl]-oxazole-5-carboxylic acid ethyl ester as an oil. Reactants: CO, Cl, c1ccc(C2OC3(CCC4(CC3)OCCO4)c3ccccc32)cc1. Yields the product O=C1CCC2(CC1)OC(c1ccccc1)c1ccccc12. As a reaction SMILES: [CH3:26][OH:27].[ClH:25].[c:1]1([CH:7]2[O:8][C:9]3([CH2:10][CH2:11][C:12]4([O:13][CH2:16][CH2:15][O:14]4)[CH2:17][CH2:18]3)[c:19]3[cH:20][cH:21][cH:22][cH:23][c:24]32)[cH:2][cH:3][cH:4][cH:5][cH:6]1>>[c:1]1([CH:7]2[O:8][C:9]3([CH2:10][CH2:11][C:12](=[O:13])[CH2:17][CH2:18]3)[c:19]3[cH:20][cH:21][cH:22][cH:23][c:24]32)[cH:2][cH:3][cH:4][cH:5][cH:6]1. The reactants are CC(=O)Nc1ccc(C=O)cc1I, NNC(N)=S. The product is CC(=O)Nc1ccc(C=NNC(N)=S)cc1I. RXN SMILES: [C:1]([CH3:2])(=[O:3])[NH:4][c:5]1[c:6]([I:13])[cH:7][c:8]([CH:9]=[O:10])[cH:11][cH:12]1.[NH2:14][NH:15][C:16](=[S:17])[NH2:18]>>[C:1]([CH3:2])(=[O:3])[NH:4][c:5]1[c:6]([I:13])[cH:7][c:8]([CH:9]=[N:14][NH:15][C:16](=[S:17])[NH2:18])[cH:11][cH:12]1.